describe an organic reaction: reactants, conditions, products, and yield From a dataset of the Open Reaction Database (ORD), a public repository of structured organic reaction records. Starting materials: C(O)CN (Ethanolamine), C1(CC1)NC(C1=CC(=C(C=C1)C)N1C(C(=NC=C1)NC1(CC1)C1=C(C=CC=C1)OC[C@@H]1OC1)=O)=O (N-cyclopropyl-4-methyl-3-{3-[(1-{2-[(2R)-oxiran-2-ylmethoxy]phenyl}cyclopropyl)amino]-2-oxopyrazin-1(2H)-yl}benzamide). Run in CN(C)C=O (DMF). Reaction conditions: temperature 50 celsius. Yields the product C1(CC1)NC(C1=CC(=C(C=C1)C)N1C(C(=NC=C1)NC1(CC1)C1=C(C=CC=C1)OC[C@@H](CNCCO)O)=O)=O (N-Cyclopropyl-3-[3-({1-[2-({(2R)-2-hydroxy-3-[(2-hydroxyethyl)amino]propyl}oxy)phenyl]cyclopropyl}amino)-2-oxopyrazin-1(2H)-yl]-4-methylbenzamide). Reaction SMILES: [CH2:1]([CH2:3][NH2:4])[OH:2].[CH:5]1([NH:8][C:9](=[O:39])[C:10]2[CH:15]=[CH:14][C:13]([CH3:16])=[C:12]([N:17]3[CH:22]=[CH:21][N:20]=[C:19]([NH:23][C:24]4([C:27]5[CH:32]=[CH:31][CH:30]=[CH:29][C:28]=5[O:33][CH2:34][C@H:35]5[CH2:37][O:36]5)[CH2:26][CH2:25]4)[C:18]3=[O:38])[CH:11]=2)[CH2:7][CH2:6]1>CN(C=O)C>[CH:5]1([NH:8][C:9](=[O:39])[C:10]2[CH:15]=[CH:14][C:13]([CH3:16])=[C:12]([N:17]3[CH:22]=[CH:21][N:20]=[C:19]([NH:23][C:24]4([C:27]5[CH:32]=[CH:31][CH:30]=[CH:29][C:28]=5[O:33][CH2:34][C@H:35]([OH:36])[CH2:37][NH:4][CH2:3][CH2:1][OH:2])[CH2:25][CH2:26]4)[C:18]3=[O:38])[CH:11]=2)[CH2:6][CH2:7]1. Reported procedure: Ethanolamine (1 mL) was added to N-cyclopropyl-4-methyl-3-{3-[(1-{2-[(2R)-oxiran-2-ylmethoxy]phenyl}cyclopropyl)amino]-2-oxopyrazin-1(2H)-yl}benzamide (Example 299a, 7.81 g) in DMF (3 mL). The reaction was heated at 50° C. overnight. The reaction mixture was partitioned between water and DCM. The combined organics were dried (MgSO4), filtered and evaporated. Purification by preparative HPLC (Xbridge column, eluting with a gradient of acetonitrile in 0.2% (v/v) aqueous ammonia) gave the title pro... As a reaction SMILES: [C:1]([O:2][C:3](=[O:4])[N:8]1[CH2:9][CH2:10][CH:11]([CH2:14][O:15][c:16]2[c:17]([O:35][CH3:36])[cH:18][c:19]3[c:20](=[O:34])[n:21]([CH2:26][O:27][C:28]([C:29]([CH3:30])([CH3:31])[CH3:32])=[O:33])[cH:22][n:23][c:24]3[cH:25]2)[CH2:12][CH2:13]1)([CH3:5])([CH3:6])[CH3:7].[CH2:44]([Cl:45])[Cl:46].[F:37][C:38]([F:39])([F:40])[C:41]([OH:42])=[O:43]>>[NH:8]1[CH2:9][CH2:10][CH:11]([CH2:14][O:15][c:16]2[c:17]([O:35][CH3:36])[cH:18][c:19]3[c:20](=[O:34])[n:21]([CH2:26][O:27][C:28]([C:29]([CH3:30])([CH3:31])[CH3:32])=[O:33])[cH:22][n:23][c:24]3[cH:25]2)[CH2:12][CH2:13]1. Starting materials: COc1cc2c(=O)n(COC(=O)C(C)(C)C)cnc2cc1OCC1CCN(C(=O)OC(C)(C)C)CC1, ClCCl, O=C(O)C(F)(F)F. Product: COc1cc2c(=O)n(COC(=O)C(C)(C)C)cnc2cc1OCC1CCNCC1. The solvent is C1CCOC1 (THF), C(C)OCC (diethylether). Product: [N+](=O)([O-])C1=CC=C(C=C1)C(O)C1=NC=CC=C1 ((4-nitrophenyl)-(2-pyridyl)methanol). RXN SMILES: Br[C:2]1[CH:7]=[CH:6][CH:5]=[CH:4][N:3]=1.CCCCCC.C([Li])CCC.[N+:19]([C:22]1[CH:29]=[CH:28][C:25]([CH:26]=[O:27])=[CH:24][CH:23]=1)([O-:21])=[O:20].O>C(OCC)C.C1COCC1>[N+:19]([C:22]1[CH:23]=[CH:24][C:25]([CH:26]([C:2]2[CH:7]=[CH:6][CH:5]=[CH:4][N:3]=2)[OH:27])=[CH:28][CH:29]=1)([O-:21])=[O:20] |f:1.2|. Procedure details: To a solution cooled at −78° C. of 2-bromopyridine (10.0 g) in diethylether (200 ml) was dropwise added 1.6M butyllithium hexane solution (39.6 ml) for 10 minutes. The mixture was stirred at −78° C. for 1 hour, and to the mixture was dropwise added a solution of 4-nitrobenzaldehyde in THF (50 ml). The reaction mixture was stirred at −78° C. for 3 hours, and to the mixture was added water (100 ml). The mixture was extracted with ethyl acetate, and the organic layer was washed with saturated sodiu... The reactants are [N+](=O)([O-])C1=CC=C(C=O)C=C1 (4-nitrobenzaldehyde), O (water), BrC1=NC=CC=C1 (2-bromopyridine), CCCCCC.C(CCC)[Li] (butyllithium hexane). Conditions: temperature -78 celsius, time 1 hour. Starting materials: CC(Br)C(=O)Cl, COc1ccc(OC)c(S(N)(=O)=O)c1. Product: COc1ccc(OC)c(S(=O)(=O)NC(=O)C(C)Br)c1. RXN SMILES: [Br:15][CH:16]([C:17](=[O:18])[Cl:19])[CH3:20].[CH3:1][O:2][c:3]1[c:4]([S:11](=[O:12])(=[O:13])[NH2:14])[cH:5][c:6]([O:9][CH3:10])[cH:7][cH:8]1>>[CH3:1][O:2][c:3]1[c:4]([S:11](=[O:12])(=[O:13])[NH:14][C:17]([CH:16]([Br:15])[CH3:20])=[O:18])[cH:5][c:6]([O:9][CH3:10])[cH:7][cH:8]1. Product: NC(=O)c1nc(-c2c(F)cccc2F)oc1Nc1ccc(N2CCOCC2)cc1. Starting materials: O=C([O-])O, N#Cc1nc(-c2c(F)cccc2F)oc1Nc1ccc(N2CCOCC2)cc1, [Na+], O=S(=O)(O)O. As a reaction SMILES: [C:29]([O-:30])(=[O:31])[OH:32].[F:1][c:2]1[c:3](-[c:9]2[o:10][c:11]([NH:16][c:17]3[cH:18][cH:19][c:20]([N:23]4[CH2:24][CH2:25][O:26][CH2:27][CH2:28]4)[cH:21][cH:22]3)[c:12]([C:14]#[N:15])[n:13]2)[c:4]([F:8])[cH:5][cH:6][cH:7]1.[Na+:33].[S:34](=[O:35])(=[O:36])([OH:37])[OH:38]>>[F:1][c:2]1[c:3](-[c:9]2[o:10][c:11]([NH:16][c:17]3[cH:18][cH:19][c:20]([N:23]4[CH2:24][CH2:25][O:26][CH2:27][CH2:28]4)[cH:21][cH:22]3)[c:12]([C:14]([NH2:15])=[O:30])[n:13]2)[c:4]([F:8])[cH:5][cH:6][cH:7]1.